From a dataset of the Open Reaction Database (ORD), a public repository of structured organic reaction records. describe an organic reaction: reactants, conditions, products, and yield Starting materials: CCOC(C)=O, [H][H], CC(C)(C)[Si](C)(C)OCC1CC(N=[N+]=[N-])CC1O[Si](C)(C)C(C)(C)C. Yields the product CC(C)(C)[Si](C)(C)OCC1CC(N)CC1O[Si](C)(C)C(C)(C)C. As a reaction SMILES: [CH3:26][CH2:27][O:28][C:29]([CH3:30])=[O:31].[H:32][H:33].[N:1](=[N+:2]=[N-:3])[CH:4]1[CH2:5][CH:6]([O:18][Si:19]([CH3:20])([CH3:21])[C:22]([CH3:23])([CH3:24])[CH3:25])[CH:7]([CH2:9][O:10][Si:11]([CH3:12])([CH3:13])[C:14]([CH3:15])([CH3:16])[CH3:17])[CH2:8]1>>[NH2:1][CH:4]1[CH2:5][CH:6]([O:18][Si:19]([CH3:20])([CH3:21])[C:22]([CH3:23])([CH3:24])[CH3:25])[CH:7]([CH2:9][O:10][Si:11]([CH3:12])([CH3:13])[C:14]([CH3:15])([CH3:16])[CH3:17])[CH2:8]1. Reactants: OC(COC=1C=C(C(=O)O)C=C(C1OC1=CC(=CC=C1)OC)NS(=O)(=O)C1=CC=C(C=C1)SC)CO (3-(2,3-dihydroxy-propoxy)-4-(3-methoxy-phenoxy)-5-(4-methylsulphanyl-benzenesulphonylamino)-benzoic acid), NC1=CC=CC=C1 (aniline). Product: OC(COC=1C=C(C(=O)NC2=CC=CC=C2)C=C(C1OC1=CC(=CC=C1)OC)NS(=O)(=O)C1=CC=C(C=C1)SC)CO (3-(2,3-dihydroxy-propoxy)-4-(3-methoxy-phenoxy)-5-(4-methylsulphanyl-benzenesulphonylamino)-N-phenyl-benzamide). RXN SMILES: [OH:1][CH:2]([CH2:35][OH:36])[CH2:3][O:4][C:5]1[CH:6]=[C:7]([CH:11]=[C:12]([NH:23][S:24]([C:27]2[CH:32]=[CH:31][C:30]([S:33][CH3:34])=[CH:29][CH:28]=2)(=[O:26])=[O:25])[C:13]=1[O:14][C:15]1[CH:20]=[CH:19][CH:18]=[C:17]([O:21][CH3:22])[CH:16]=1)[C:8]([OH:10])=O.[NH2:37][C:38]1[CH:43]=[CH:42][CH:41]=[CH:40][CH:39]=1>>[OH:1][CH:2]([CH2:35][OH:36])[CH2:3][O:4][C:5]1[CH:6]=[C:7]([CH:11]=[C:12]([NH:23][S:24]([C:27]2[CH:32]=[CH:31][C:30]([S:33][CH3:34])=[CH:29][CH:28]=2)(=[O:25])=[O:26])[C:13]=1[O:14][C:15]1[CH:20]=[CH:19][CH:18]=[C:17]([O:21][CH3:22])[CH:16]=1)[C:8]([NH:37][C:38]1[CH:43]=[CH:42][CH:41]=[CH:40][CH:39]=1)=[O:10]. Procedure: In analogy to Example 121, by coupling 3-(2,3-dihydroxy-propoxy)-4-(3-methoxy-phenoxy)-5-(4-methylsulphanyl-benzenesulphonylamino)-benzoic acid with aniline there was obtained 3-(2,3-dihydroxy-propoxy)-4-(3-methoxy-phenoxy)-5-(4-methylsulphanyl-benzenesulphonylamino)-N-phenyl-benzamide as a foam.